Dataset: the Open Reaction Database (ORD), a public repository of structured organic reaction records. Task: describe an organic reaction: reactants, conditions, products, and yield Procedure details: N-(2-Fluoro-4-chloro-5-cyclopentyloxyphenyl)-3,4,5,6-tetrahydroisophthalimide (1.00 g, 2.75 mmol), 3-trifluoromethylcumylamine (0.730 g, 3.59 mmol), N-methylmorpholine (0.320 g, 3.16 mmol), and benzene (15 ml) as a solvent were placed into a round bottom flask (50 cc) and stirred overnight at room temperature. After completion of the reaction, the solvent was distilled off under reduced pressure, and the resulting crude product was recrystallized from chloroform/acetone to obtain N-(2-fluoro-4-c... Reaction conditions: time 8 hour. The reactants are FC1=C(C=C(C(=C1)Cl)OC1CCCC1)N1C(C2=CC(C1=O)CCC2)=O (N-(2-Fluoro-4-chloro-5-cyclopentyloxyphenyl)-3,4,5,6-tetrahydroisophthalimide), FC(C=1C=C(C(C)(C)N)C=CC1)(F)F (3-trifluoromethylcumylamine), CN1CCOCC1 (N-methylmorpholine). Isolated yield 46.2%. RXN SMILES: [F:1][C:2]1[CH:7]=[C:6]([Cl:8])[C:5]([O:9][CH:10]2[CH2:14][CH2:13][CH2:12][CH2:11]2)=[CH:4][C:3]=1[N:15]1[C:20](=[O:21])C2CCCC(=C2)C1=O.[F:26][C:27]([F:39])([F:38])[C:28]1[CH:29]=[C:30]([CH:35]=[CH:36][CH:37]=1)[C:31]([NH2:34])([CH3:33])[CH3:32].CN1[CH2:46][CH2:45][O:44]CC1>C1C=CC=CC=1>[F:1][C:2]1[CH:7]=[C:6]([Cl:8])[C:5]([O:9][CH:10]2[CH2:11][CH2:12][CH2:13][CH2:14]2)=[CH:4][C:3]=1[NH:15][C:20](=[O:21])[C:6]1[CH2:7][CH2:2][CH2:3][CH2:4][C:46]=1[C:45]([NH:34][C:31]([C:30]1[CH:35]=[CH:36][CH:37]=[C:28]([C:27]([F:38])([F:39])[F:26])[CH:29]=1)([CH3:33])[CH3:32])=[O:44]. Solvent: C1=CC=CC=C1 (benzene). Product: FC1=C(C=C(C(=C1)Cl)OC1CCCC1)NC(C1=C(C(=O)NC(C)(C)C2=CC(=CC=C2)C(F)(F)F)CCCC1)=O (N-(2-fluoro-4-chloro-5-cyclopentyloxyphenyl)-N'-(3-trifluoromethylcumyl)-3,4,5,6-tetrahydrophthalamide). The reactants are CCOC(=O)c1cn2cc(-c3cnc(N(C(=O)OC(C)(C)C)C(=O)OC(C)(C)C)s3)cc(-c3ccccc3)c2n1, O=C(O)C(F)(F)F. Product: CCOC(=O)c1cn2cc(-c3cnc(N)s3)cc(-c3ccccc3)c2n1. Reaction SMILES: [C:1]([O:2][C:3]([N:8]([C:4]([O:5][C:6]([CH3:7])([CH3:34])[CH3:35])=[O:36])[c:9]1[s:10][c:11](-[c:14]2[cH:15][c:16](-[c:28]3[cH:29][cH:30][cH:31][cH:32][cH:33]3)[c:17]3[n:18]([cH:19]2)[cH:20][c:21]([C:23](=[O:24])[O:25][CH2:26][CH3:27])[n:22]3)[cH:12][n:13]1)=[O:37])([CH3:38])([CH3:39])[CH3:40].[F:41][C:42]([F:43])([F:44])[C:45]([OH:46])=[O:47]>>[NH2:8][c:9]1[s:10][c:11](-[c:14]2[cH:15][c:16](-[c:28]3[cH:29][cH:30][cH:31][cH:32][cH:33]3)[c:17]3[n:18]([cH:19]2)[cH:20][c:21]([C:23](=[O:24])[O:25][CH2:26][CH3:27])[n:22]3)[cH:12][n:13]1. RXN SMILES: C([O:8][C:9]1[CH:14]=[CH:13][C:12]([C:15](=[O:21])[CH2:16][C:17]([O:19][CH3:20])=[O:18])=[CH:11][CH:10]=1)C1C=CC=CC=1.[H][H]>[C].[Pd].C(OCC)(=O)C>[OH:8][C:9]1[CH:10]=[CH:11][C:12]([C:15](=[O:21])[CH2:16][C:17]([O:19][CH3:20])=[O:18])=[CH:13][CH:14]=1 |f:2.3|. Procedure details: To a 50 mL RB flask fitted with magnetic stirrer were charged ethyl acetate (15 mL), to that stirred solvent was added methyl 3-[4-(benzyloxy)phenyl]-3-oxopropanoate (0.3 g, 1.05 mmol), and palladium carbon 10% (80 mg) was added. After addition, the hydrogen balloon was fixed to the reaction mixture and stirred at room temperature for 1 h. After 3 h, the reaction mixture was filtered through celite. Then the organic layer was concentrated and dried. The product was obtained as colourless liquid ... Reactants: C(C1=CC=CC=C1)OC1=CC=C(C=C1)C(CC(=O)OC)=O (methyl 3-[4-(benzyloxy)phenyl]-3-oxopropanoate), [H][H] (hydrogen). The product is OC1=CC=C(C=C1)C(CC(=O)OC)=O (Methyl 3-(4-hydroxyphenyl)-3-oxopropanoate). Isolated yield 98.1%. Solvent: C(C)(=O)OCC (ethyl acetate). Reagents/catalysts: [C].[Pd] (palladium carbon). Run at time 3 hour. The reactants are C1(=CC=C(C=C1)S(=O)(=O)Cl)C (p-toluenesulfonyl chloride), FC(COC1=CC=C(C=N1)C(CO)O)(F)F (1-(6-(2,2,2-trifluoroethoxy)pyridin-3-yl)ethane-1,2-diol), C1(=CC=C(C=C1)S(=O)(=O)Cl)C (p-toluenesulfonyl chloride), N1=CC=CC=C1 (pyridine), O (water). Run in ClCCl (dichloromethane). Conditions: time 20 hour. The product is CC1=CC=C(C=C1)S(=O)(=O)OCC(C=1C=NC(=CC1)OCC(F)(F)F)O (2-hydroxy-2-(6-(2,2,2-trifluoroethoxy)pyridin-3-yl)ethyl 4-methylbenzenesulfonate). The yield is 98.8%. RXN SMILES: [F:1][C:2]([F:16])([F:15])[CH2:3][O:4][C:5]1[N:10]=[CH:9][C:8]([CH:11]([OH:14])[CH2:12][OH:13])=[CH:7][CH:6]=1.[C:17]1([CH3:27])[CH:22]=[CH:21][C:20]([S:23](Cl)(=[O:25])=[O:24])=[CH:19][CH:18]=1.N1C=CC=CC=1.O>ClCCl>[CH3:27][C:17]1[CH:22]=[CH:21][C:20]([S:23]([O:13][CH2:12][CH:11]([OH:14])[C:8]2[CH:9]=[N:10][C:5]([O:4][CH2:3][C:2]([F:1])([F:15])[F:16])=[CH:6][CH:7]=2)(=[O:25])=[O:24])=[CH:19][CH:18]=1. Procedure details: A mixture of 1-(6-(2,2,2-trifluoroethoxy)pyridin-3-yl)ethane-1,2-diol (1.01 g, 4.24 mmol, Step-3, single enantiomer), p-toluenesulfonyl chloride (0.97 g, 5.09 mmol) and pyridine (3.43 mL, 42.4 mmol) in dichloromethane (21 mL) is stirred at room temperature for 20 hours. Then p-toluenesulfonyl chloride (0.97 g, 5.09 mmol) is added to the reaction mixture and stirred for 24 hours. The reaction mixture is poured into water and extracted with ethyl acetate and dried over sodium sulfate and concentra... The reactants are OP(=O)(C)CC(C(=O)OCC1=CC=CC=C1)CCC1=CC=CC=C1 (Benzyl 2-((hydroxy(methyl)phosphinyl)methyl)-4-phenylbutanoate). The reagents and catalysts are [Pd] (palladium on carbon). Run in C(C)O (ethanol). Conditions: time 20 hour. Yields the product OP(=O)(C)CC(C(=O)O)CCC1=CC=CC=C1 (2-((Hydroxy(methyl)phosphinyl)methyl)-4-phenylbutanoic acid). Isolated yield 109.3%. As a reaction SMILES: [OH:1][P:2]([CH2:5][CH:6]([CH2:17][CH2:18][C:19]1[CH:24]=[CH:23][CH:22]=[CH:21][CH:20]=1)[C:7]([O:9]CC1C=CC=CC=1)=[O:8])([CH3:4])=[O:3]>C(O)C.[Pd]>[OH:3][P:2]([CH2:5][CH:6]([CH2:17][CH2:18][C:19]1[CH:24]=[CH:23][CH:22]=[CH:21][CH:20]=1)[C:7]([OH:9])=[O:8])([CH3:4])=[O:1]. Procedure: Benzyl 2-((hydroxy(methyl)phosphinyl)methyl)-4-phenylbutanoate (433 mg, 1.25 mmol) was dissolved in 95% ethanol (8.0 mL) and catalyst (130 mg of 10% palladium on carbon) was added. After being stirred under hydrogen (1 atm.) for 20 h at room temperature, the mixture was filtered through a 1-cm plug of Celite with additional 95% ethanol (2×10 mL). Evaporation of the filtrate gave 350 mg of a colorless oil used directly in Step C.